Dataset: the Open Reaction Database (ORD), a public repository of structured organic reaction records. Task: describe an organic reaction: reactants, conditions, products, and yield The reactants are NCCCNCCCCNCCCN (spermine), polyvinylpyrrolidone, C(CCCCCCCCCCC)(=O)[O-].[Na+] (sodium dodecanoate), methylcellulose, [OH-].[Na+] (NaOH), CC(C)=CCC\C(\C)=C\CO (geraniol), triglyceride, castor oil, CCCCCCCCCCCCCCCC(=O)OCC([C@@H]1[C@@H]([C@H](CO1)O)O)O (sorbitan monopalmitate). Run in C(CCCCCCC)O (octanol). Product: O=C[C@H](O)[C@@H](O)[C@H](O)[C@H](O)CO (Glucose). As a reaction SMILES: NCCCNCCCCNCCCN.C([O-])(=[O:27])CCCCCCCCCCC.[Na+].[OH-].[Na+].CC(=CCC/C(=C/CO)/C)C.CCCCCCCCCCCCCCCC([O:60][CH2:61][CH:62]([OH:70])[C@H:63]1[O:67][CH2:66][C@H:65]([OH:68])[C@H:64]1[OH:69])=O>C(O)CCCCCCC>[O:27]=[CH:66][C@@H:65]([C@H:64]([C@@H:63]([C@@H:62]([CH2:61][OH:60])[OH:70])[OH:67])[OH:69])[OH:68] |f:1.2,3.4|. Reported procedure: A composition was prepared by dissolving human insulin with spermine and polyvinylpyrrolidone (PVP-40), sodium dodecanoate (SD) and methylcellulose (MC-400) in DDW containing NaOH. The solution was then lyophilized and suspended with octanol and geraniol in a mixture of medium chain triglyceride (MCT) oil and castor oil, further containing sorbitan monopalmitate (Span-40). Components and concentrations are detailed in Table 4. The reactants are ClC1=NC=CC2=C1CN(C2=O)C(C)C=2C=NC(=C(C2)C)N2N=CC=C2 (4-chloro-2-(1-(5-methyl-6-(1H-pyrazol-1-yl)pyridin-3-yl)ethyl)-2,3-dihydro-1H-pyrrolo[3,4-c]pyridin-1-one), C(=O)OC1=CC=CC=C1 (phenyl formate). Product: CC=1C=C(C=NC1N1N=CC=C1)C(C)N1CC=2C(=NC=CC2C1=O)C(=O)OC1=CC=CC=C1 (phenyl 2-(1-(5-methyl-6-(1H-pyrazol-1-yl)pyridin-3-yl)ethyl)-1-oxo-2,3-dihydro-1H-pyrrolo[3,4-c]pyridine-4-carboxylate). Yield: 56.0%. As a reaction SMILES: Cl[C:2]1[C:7]2[CH2:8][N:9]([CH:12]([C:14]3[CH:15]=[N:16][C:17]([N:21]4[CH:25]=[CH:24][CH:23]=[N:22]4)=[C:18]([CH3:20])[CH:19]=3)[CH3:13])[C:10](=[O:11])[C:6]=2[CH:5]=[CH:4][N:3]=1.[CH:26]([O:28][C:29]1[CH:34]=[CH:33][CH:32]=[CH:31][CH:30]=1)=[O:27]>>[CH3:20][C:18]1[CH:19]=[C:14]([CH:12]([N:9]2[C:10](=[O:11])[C:6]3[CH:5]=[CH:4][N:3]=[C:2]([C:26]([O:28][C:29]4[CH:34]=[CH:33][CH:32]=[CH:31][CH:30]=4)=[O:27])[C:7]=3[CH2:8]2)[CH3:13])[CH:15]=[N:16][C:17]=1[N:21]1[CH:25]=[CH:24][CH:23]=[N:22]1. Procedure details: The title compound is prepared in 56% yield (154 mg, brown solid) from 4-chloro-2-(1-(5-methyl-6-(1H-pyrazol-1-yl)pyridin-3-yl)ethyl)-2,3-dihydro-1H-pyrrolo[3,4-c]pyridin-1-one (220 mg, 0.62 mmol, Intermediate-85, single enantiomer) and phenyl formate (150 mg, 1.2 mmol) in a similar manner to Intermediate-91. The reactants are DNA, C1[C@@H]([C@H](O[C@H]1N2C=NC3=C2NC=NC3=O)COP(=O)(O)OP(=O)(O)OP(=O)(O)O)O (dITP), [Cl-].[Mg+2].[Cl-] (magnesium chloride), C(CC(O)(C(=O)[O-])CC(=O)[O-])(=O)[O-].[Na+].[Na+].[Na+] (sodium citrate), P(O)(=O)(OP(=O)(O)OP(=O)(O)O)OC[C@@H]1[C@H](C[C@@H](O1)N1C(=O)N=C(N)C=C1)O (deoxycytidine-5'-triphosphate), P(=O)([O-])([O-])[O-].[K+].[K+].[K+] (potassium phosphate), [Cl-].[Na+] (sodium chloride). Conditions: temperature -20 celsius, time 7 hour. The product is C1[C@@H]([C@H](O[C@H]1N2C=CC(=NC2=O)N)COP(=O)(O)O)O (Polydeoxycytidylic acid). Reaction SMILES: C1[C@H](N2C3NC=NC(=O)C=3N=C2)O[C@H](COP(OP(OP(O)(O)=O)(O)=O)(O)=O)[C@H]1O.[P:31]([O:43][CH2:44][C@H:45]1[O:49][C@@H:48]([N:50]2[CH:57]=[CH:56][C:54]([NH2:55])=[N:53][C:51]2=[O:52])[CH2:47][C@@H:46]1[OH:58])([O:34]P(OP(O)(O)=O)(O)=O)(=[O:33])[OH:32].P([O-])([O-])([O-])=O.[K+].[K+].[K+].[Cl-].[Mg+2].[Cl-].[Cl-].[Na+].C([O-])(=O)CC(CC([O-])=O)(C([O-])=O)O.[Na+].[Na+].[Na+]>>[CH2:47]1[C@H:48]([N:50]2[C:51](=[O:52])[N:53]=[C:54]([NH2:55])[CH:56]=[CH:57]2)[O:49][C@H:45]([CH2:44][O:43][P:31]([OH:33])([OH:34])=[O:32])[C@H:46]1[OH:58] |f:2.3.4.5,6.7.8,9.10,11.12.13.14|. Procedure details: A reaction mixture for the synthesis of poly (dI:dC) contains 3.5 μ moles each of dITP and deoxycytidine-5'-triphosphate (dCTP), 600 μ moles of potassium phosphate buffer (pH 7.4) and 30 μ moles of magnesium chloride, and 40-80 units of DNA (deoxynucleic acid) polymerase in a total volume of 10 ml. After a lag period of 2-4 hours, polymerization is complete in 6-8 hours. The course of the reaction is followed by optical density measurements at intervals. When hypochromicity at 260 mμ is at a max... Starting materials: CN1N=CC=C1NC1=C(C=NC=2N1N=CC2C(=O)O)C(=O)N2CCC(CC2)C2=CC=CC=C2 (7-(1-Methylpyrazol-5-yl)amino-6-(4-phenylpiperidine-1-carbonyl)pyrazolo[1,5-a]pyrimidine-3-carboxylic acid), C(C)S(=O)(=O)N (ethanesulfonamide). Product: CN1N=CC=C1NC1=C(C=NC=2N1N=CC2C(=O)NS(=O)(=O)CC)C(=O)N2CCC(CC2)C2=CC=CC=C2 (N-[7-(1-Methylpyrazol-5-yl)amino-6-(4-phenylpiperidine-1-carbonyl)pyrazolo[1,5-a]pyrimidine-3-carbonyl]ethanesulfonamide). Isolated yield 30.1%. RXN SMILES: [CH3:1][N:2]1[C:6]([NH:7][C:8]2[N:13]3[N:14]=[CH:15][C:16]([C:17](O)=[O:18])=[C:12]3[N:11]=[CH:10][C:9]=2[C:20]([N:22]2[CH2:27][CH2:26][CH:25]([C:28]3[CH:33]=[CH:32][CH:31]=[CH:30][CH:29]=3)[CH2:24][CH2:23]2)=[O:21])=[CH:5][CH:4]=[N:3]1.[CH2:34]([S:36]([NH2:39])(=[O:38])=[O:37])[CH3:35]>>[CH3:1][N:2]1[C:6]([NH:7][C:8]2[N:13]3[N:14]=[CH:15][C:16]([C:17]([NH:39][S:36]([CH2:34][CH3:35])(=[O:38])=[O:37])=[O:18])=[C:12]3[N:11]=[CH:10][C:9]=2[C:20]([N:22]2[CH2:27][CH2:26][CH:25]([C:28]3[CH:33]=[CH:32][CH:31]=[CH:30][CH:29]=3)[CH2:24][CH2:23]2)=[O:21])=[CH:5][CH:4]=[N:3]1. Procedure: In the same manner as in Example 1, step 6 and using 7-(1-methylpyrazol-5-yl)amino-6-(4-phenylpiperidine-1-carbonyl)pyrazolo[1,5-a]pyrimidine-3-carboxylic acid (0.074 g, 0.167 mmol) obtained in step 2 and ethanesulfonamide (0.091 g, 0.833 mmol), the title compound (0.027 g, 30%) was obtained. Starting materials: ClC1=NC(=CC(=N1)C(=O)OC)Cl (methyl 2,6-dichloropyrimidine-4-carboxylate), FC(OC=1C=C(C=CC1)B(O)O)(F)F ((3-(trifluoromethoxy)phenyl)boronic acid), C(=O)([O-])[O-].[Na+].[Na+] (Na2CO3), Pd(tetrakis)Ph3P. Run in C1CCOC1 (THF). Reaction conditions: temperature 85 celsius, time 8 hour. Product: ClC1=NC(=CC(=N1)C(=O)OC)C1=CC(=CC=C1)OC(F)(F)F (methyl 2-chloro-6-(3-(trifluoromethoxy)phenyl)pyrimidine-4-carboxylate). Reaction SMILES: [Cl:1][C:2]1[N:7]=[C:6]([C:8]([O:10][CH3:11])=[O:9])[CH:5]=[C:4](Cl)[N:3]=1.[F:13][C:14]([F:26])([F:25])[O:15][C:16]1[CH:17]=[C:18](B(O)O)[CH:19]=[CH:20][CH:21]=1.C([O-])([O-])=O.[Na+].[Na+]>C1COCC1>[Cl:1][C:2]1[N:7]=[C:6]([C:8]([O:10][CH3:11])=[O:9])[CH:5]=[C:4]([C:18]2[CH:19]=[CH:20][CH:21]=[C:16]([O:15][C:14]([F:13])([F:25])[F:26])[CH:17]=2)[N:3]=1 |f:2.3.4|. Procedure: A 2-dram round-bottom vial was charged with methyl 2,6-dichloropyrimidine-4-carboxylate (100 mg, 0.483 mmol) and (3-(trifluoromethoxy)phenyl)boronic acid (80 mg, 0.386 mmol, 0.8 equiv) were added in THF (2 mL). Then 2M Na2CO3 (0.362 mL, 0.725 mmol, 1.5 equiv) and Pd(tetrakis)Ph3P (27.9 mg, 0.024 mmol, 0.05 equiv) were added and shaken at 85° C. overnight. The solvent was removed in the Genevac and the residue was washed with saturated NaHCO3 (1 mL). The aqueous layer was extracted with EtOAc (3×...